Dataset: the Open Reaction Database (ORD), a public repository of structured organic reaction records. Task: describe an organic reaction: reactants, conditions, products, and yield Starting materials: COC(=O)Cl, ClCCl, CN1CCC(c2c[nH]c3ccc(N)cc23)CC1. Yields the product COC(=O)Nc1ccc2[nH]cc(C3CCN(C)CC3)c2c1. As a reaction SMILES: [Cl:18][C:19](=[O:20])[O:21][CH3:22].[Cl:23][CH2:24][Cl:25].[NH2:1][c:2]1[cH:3][c:4]2[c:5]([CH:11]3[CH2:12][CH2:13][N:14]([CH3:17])[CH2:15][CH2:16]3)[cH:6][nH:7][c:8]2[cH:9][cH:10]1>>[NH:1]([c:2]1[cH:3][c:4]2[c:5]([CH:11]3[CH2:12][CH2:13][N:14]([CH3:17])[CH2:15][CH2:16]3)[cH:6][nH:7][c:8]2[cH:9][cH:10]1)[C:19](=[O:20])[O:21][CH3:22]. Reactants: C(C)OP(=O)(C)C(C(C(=O)OCC)F)C (ethyl 3-[ethoxy(methyl)phosphoryl]-2-fluorobutanoate), [OH-].[NH4+] (ammonium hydroxide), [OH-].[NH4+] (ammonium hydroxide). Solvent: C(C)O (ethanol). Conditions: time 24 hour. Product: NC(C(C(C)P(OCC)(=O)C)F)=O (Ethyl 3-amino-2-fluoro-1-methyl-3-oxopropyl(methyl)phosphinate). Yield: 91.7%. RXN SMILES: [CH2:1]([O:3][P:4]([CH:7]([CH3:15])[CH:8]([F:14])[C:9](OCC)=[O:10])([CH3:6])=[O:5])[CH3:2].[OH-].[NH4+:17]>C(O)C>[NH2:17][C:9](=[O:10])[CH:8]([F:14])[CH:7]([P:4]([CH3:6])(=[O:5])[O:3][CH2:1][CH3:2])[CH3:15] |f:1.2|. Procedure details: To a solution of ethyl 3-[ethoxy(methyl)phosphoryl]-2-fluorobutanoate (3.0 g, 12.4 mmol) in ethanol (15 mL) was added concentrated ammonium hydroxide (14.8 M, 1.3 mL, 19 mmol). The solution was stirred for 24 h at room temperature and then at 50° C. for 2 hours. Another portion of concentrated ammonium hydroxide (14.8 M, 0.5 mL, 7 mmol) was added and the mixture was stirred at room temperature for three days and then evaporated to give 2.4 g (91%) of a diastereomeric mixture of ethyl 3-amino-2-f... The reactants are [N+](=O)(O)[O-] (HNO3), COC1=C(OCC(=O)OCC)C(=CC=C1)OC (ethyl 2-(2,6-dimethoxyphenoxy)acetate), ice. Solvent: C(Cl)Cl (DCM), C(Cl)Cl (DCM). Run at time 1 hour. The product is COC1=C(OCC(=O)OCC)C(=CC(=C1)[N+](=O)[O-])OC (ethyl 2-(2,6-dimethoxy-4-nitrophenoxy)acetate). Yield: 98.0%. As a reaction SMILES: [CH3:1][O:2][C:3]1[CH:15]=[CH:14][CH:13]=[C:12]([O:16][CH3:17])[C:4]=1[O:5][CH2:6][C:7]([O:9][CH2:10][CH3:11])=[O:8].[N+:18]([O-])([OH:20])=[O:19]>C(Cl)Cl>[CH3:17][O:16][C:12]1[CH:13]=[C:14]([N+:18]([O-:20])=[O:19])[CH:15]=[C:3]([O:2][CH3:1])[C:4]=1[O:5][CH2:6][C:7]([O:9][CH2:10][CH3:11])=[O:8]. Procedure details: To a solution of 2,6-dimethoxyphenol (1.54 g, 10 mmol) and ethyl bromoacetate (2.00 g, 12 mmol) in 15 mL of anhydrous DMF, was added 2.76 g (20 mmol) of K2CO3. The reaction mixture was stirred at 30° C. for 20 hours. The mixture was concentrated in vacuo to remove volatiles. The resulting residue was extracted with EtOAc, washed with brine, dried over anhydrous sodium sulfate and then concentrated in vacou to give 2.2 g (91.6%) of ethyl 2-(2,6-dimethoxyphenoxy)acetate. The obtained ester (1.2 g,... Starting materials: ClC1=CC=NC=C1C(=O)O (4-Chloronicotinic acid), ( C ), [N+](=[N-])=C (diazomethane). Run in CO (methanol), CCOCC (ether). The product is ClC1=C(C=NC=C1)C(=O)OC (Methyl 4-chloropyridine-3-carboxylate). Isolated yield 85.0%. As a reaction SMILES: [Cl:1][C:2]1[C:7]([C:8]([OH:10])=[O:9])=[CH:6][N:5]=[CH:4][CH:3]=1.[N+](=[CH2:13])=[N-]>CO.CCOCC>[Cl:1][C:2]1[CH:3]=[CH:4][N:5]=[CH:6][C:7]=1[C:8]([O:10][CH3:13])=[O:9]. Reported procedure: 4-Chloronicotinic acid, prepared as described by W. C. J. Ross in J. Chem. Soc. (C), 1816 (1966), (2.54 g, 16.1 mmol) in methanol (30 mL) at 0° C. was treated with diazomethane in ether until gas evolution ceased; the ice bath was removed halfway through the esterification. The excess diazomethane was removed with a nitrogen stream and the solvent was removed under reduced pressure. The residue was taken up in saturated sodium bicarbonate solution and extracted with ethyl acetate (2×). The combi...